From a dataset of the Open Reaction Database (ORD), a public repository of structured organic reaction records. describe an organic reaction: reactants, conditions, products, and yield The reactants are CCO, O=C(O)c1ccc(Cl)nc1, [K+], NN, [OH-], O. The product is NNc1ccc(C(=O)O)cn1. As a reaction SMILES: [CH3:16][CH2:17][OH:18].[Cl:1][c:2]1[n:3][cH:4][c:5]([C:6](=[O:7])[OH:8])[cH:9][cH:10]1.[K+:15].[NH2:12][NH2:13].[OH-:14].[OH2:11]>>[c:2]1([NH:12][NH2:13])[n:3][cH:4][c:5]([C:6](=[O:7])[OH:8])[cH:9][cH:10]1. Reactants: C(#N)C(=CC1OCCO1)C(=O)OCC (2-[(cyano)(ethoxycarbonyl)vinyl]-1,3-dioxolane), Cl.NN (hydrazine hydrochloride), C(C)(=O)[O-].[Na+] (sodium acetate), C(C)O (ethanol). Reaction conditions: temperature 80 celsius, time 1 hour. Product: NC1=NNC(=C1C(=O)OCC)OCCO (3-amino-4-ethoxycarbonyl-5-[2-(hydroxy)ethoxy]-1H-pyrazole). Isolated yield 86.0%. Reaction SMILES: [C:1]([C:3]([C:10]([O:12][CH2:13][CH3:14])=[O:11])=[CH:4]C1OCCO1)#[N:2].Cl.[NH2:16][NH2:17].[C:18]([O-:21])(=O)[CH3:19].[Na+].C([OH:25])C>>[NH2:2][C:1]1[C:3]([C:10]([O:12][CH2:13][CH3:14])=[O:11])=[C:4]([O:25][CH2:19][CH2:18][OH:21])[NH:17][N:16]=1 |f:1.2,3.4|. Reported procedure: To a solution of 2-[(cyano)(ethoxycarbonyl)vinyl]-1,3-dioxolane (2.0 g) in ethanol (20 mL) were added hydrazine hydrochloride (748 mg) and sodium acetate (1.34 g), and the mixture was stirred at 80° C. (external temperature) for 1 hour. After cooling to room temperature, the reaction mixture was filtered through Celite, and the filtrate was concentrated in vacuo. The resultant crude product was purified by column chromatography on silica gel (solvent: chloroform/methanol=100/0 to 85/15) to give ... Starting materials: [OH-].[Na+] (sodium hydroxide), C(C)(=O)OCC (ethyl acetate), C(C)(C)(C)OC(=O)N1CCN(CC1)C=1C(N(C2=NC(=CC=C2C1C1=CC(=CC=C1)Cl)C)CC)=O (3-(1-tert-butoxycarbonylpiperazin-4-yl)-4-(3-chlorophenyl)-1-ethyl-7-methyl-1,8-naphthyridin-2(1H)-one), C(C)(=O)OCC.Cl (hydrogen chloride-ethyl acetate). Solvent: O (water). Run at time 1 hour. Yields the product ClC=1C=C(C=CC1)C1=C(C(N(C2=NC(=CC=C12)C)CC)=O)N1CCNCC1 (4-(3-chlorophenyl)-1-ethyl-7-methyl-3-(piperazin-1-yl)-1,8-naphthyridin-2(1H)-one). Yield: 25.5%. RXN SMILES: C(OCC)(=O)C.C(OC([N:14]1[CH2:19][CH2:18][N:17]([C:20]2[C:21](=[O:40])[N:22]([CH2:38][CH3:39])[C:23]3[C:28]([C:29]=2[C:30]2[CH:35]=[CH:34][CH:33]=[C:32]([Cl:36])[CH:31]=2)=[CH:27][CH:26]=[C:25]([CH3:37])[N:24]=3)[CH2:16][CH2:15]1)=O)(C)(C)C.C(OCC)(=O)C.Cl.[OH-].[Na+]>O>[Cl:36][C:32]1[CH:31]=[C:30]([C:29]2[C:28]3[C:23](=[N:24][C:25]([CH3:37])=[CH:26][CH:27]=3)[N:22]([CH2:38][CH3:39])[C:21](=[O:40])[C:20]=2[N:17]2[CH2:16][CH2:15][NH:14][CH2:19][CH2:18]2)[CH:35]=[CH:34][CH:33]=1 |f:2.3,4.5|. Reported procedure: To a 10 ml ethyl acetate solution containing 570 mg of 3-(1-tert-butoxycarbonylpiperazin-4-yl)-4-(3-chlorophenyl)-1-ethyl-7-methyl-1,8-naphthyridin-2(1H)-one was added a 10 ml 4M hydrogen chloride-ethyl acetate solution, followed by stirring at room temperature for 1 hour. After adding water, the reaction mixture was neutralized with 1M sodium hydroxide aqueous solution, and then extracted with ethyl acetate. The organic layer was washed with saturated brine and dried over anhydrous magnesium su... The reactants are CC(=O)O, O=C1Nc2ccc(I)cc2C1=O, COC(=O)c1ccc(C(=O)NN)cc1. Yields the product COC(=O)c1ccc(C(=O)NN=C2C(=O)Nc3ccc(I)cc32)cc1. Reaction SMILES: [CH3:27][C:28](=[O:29])[OH:30].[I:1][c:2]1[cH:3][c:4]2[c:8]([cH:9][cH:10]1)[NH:7][C:6](=[O:11])[C:5]2=[O:12].[NH:13]([NH2:14])[C:15](=[O:16])[c:17]1[cH:18][cH:19][c:20]([C:21](=[O:22])[O:23][CH3:24])[cH:25][cH:26]1>>[I:1][c:2]1[cH:3][c:4]2[c:8]([cH:9][cH:10]1)[NH:7][C:6](=[O:11])[C:5]2=[N:14][NH:13][C:15](=[O:16])[c:17]1[cH:18][cH:19][c:20]([C:21](=[O:22])[O:23][CH3:24])[cH:25][cH:26]1. Procedure details: 7-Amino-3-(1-methyltetrazol-5-ylthiomethyl)-3-cephem-4-carboxylic acid was acylated with trifluoroethylmercaptoacetyl chloride by the procedure of Example 2. The title product was converted into its sodium salt by the procedure described above. As a reaction SMILES: [NH2:1][CH:2]1[C:20](=[O:21])[N:4]2[C:5]([C:17]([OH:19])=[O:18])=[C:6]([CH:9]([S:11][C:12]3[NH:16][N:15]=[N:14][N:13]=3)[CH3:10])[CH2:7][S:8][C@H:3]12.[F:22][C:23]([F:31])([F:30])[CH2:24][S:25][CH2:26][C:27](Cl)=[O:28]>>[F:22][C:23]([F:31])([F:30])[CH2:24][S:25][CH2:26][C:27]([NH:1][CH:2]1[C:20](=[O:21])[N:4]2[C:5]([C:17]([OH:19])=[O:18])=[C:6]([CH:9]([S:11][C:12]3[NH:13][N:14]=[N:15][N:16]=3)[CH3:10])[CH2:7][S:8][C@H:3]12)=[O:28]. The reactants are NC1[C@@H]2N(C(=C(CS2)C(C)SC2=NN=NN2)C(=O)O)C1=O (7-Amino-3-(1-methyltetrazol-5-ylthiomethyl)-3-cephem-4-carboxylic acid), FC(CSCC(=O)Cl)(F)F (trifluoroethylmercaptoacetyl chloride). Product: FC(CSCC(=O)NC1[C@@H]2N(C(=C(CS2)C(C)SC2=NN=NN2)C(=O)O)C1=O)(F)F (7-Trifluoroethylmercaptoacetamido-3-(1-methyltetrazol-5-ylthiomethyl)-3-cephem-4-carboxylic acid). Reactants: Cc1ccccc1, CN(C)c1cccc(O)c1, ClCCl, O=C(Cl)Cl. Reaction SMILES: [CH3:18][c:19]1[cH:20][cH:21][cH:22][cH:23][cH:24]1.[CH3:1][N:2]([CH3:3])[c:4]1[cH:5][c:6]([OH:10])[cH:7][cH:8][cH:9]1.[Cl:11][CH2:12][Cl:13].[Cl:14][C:15]([Cl:16])=[O:17]>>[CH3:1][N:2]([CH3:3])[c:4]1[cH:5][c:6]([O:10][C:15]([Cl:14])=[O:17])[cH:7][cH:8][cH:9]1. Yields the product CN(C)c1cccc(OC(=O)Cl)c1. Reactants: O=C([O-])C(O)C(O)C(=O)[O-], C=CCC1C(=O)N(C(C)c2ccccc2)CC1CO[Si](C)(C)C(C)(C)C, COCCO[AlH2-]OCCOC, CCOC(C)=O, Cc1ccccc1, [K+], [Na+], [Na+], O, O, O, O. Product: C=CCC1CN(C(C)c2ccccc2)CC1CO[Si](C)(C)C(C)(C)C. RXN SMILES: [C:43]([CH:44]([CH:45]([C:46]([O-:47])=[O:48])[OH:49])[OH:50])([O-:51])=[O:52].[CH2:13]([CH:14]=[CH2:15])[CH:16]1[C:17](=[O:38])[N:18]([CH:30]([CH3:31])[c:32]2[cH:33][cH:34][cH:35][cH:36][cH:37]2)[CH2:19][CH:20]1[CH2:21][O:22][Si:23]([CH3:24])([CH3:25])[C:26]([CH3:27])([CH3:28])[CH3:29].[CH3:2][O:3][CH2:4][CH2:5][O:6][AlH2-:7][O:8][CH2:9][CH2:10][O:11][CH3:12].[CH3:55][CH2:56][O:57][C:58](=[O:59])[CH3:60].[CH3:61][c:62]1[cH:63][cH:64][cH:65][cH:66][cH:67]1.[K+:54].[Na+:1].[Na+:53].[OH2:39].[OH2:40].[OH2:41].[OH2:42]>>[CH2:13]([CH:14]=[CH2:15])[CH:16]1[CH2:17][N:18]([CH:30]([CH3:31])[c:32]2[cH:33][cH:34][cH:35][cH:36][cH:37]2)[CH2:19][CH:20]1[CH2:21][O:22][Si:23]([CH3:24])([CH3:25])[C:26]([CH3:27])([CH3:28])[CH3:29]. The reactants are N1=CN=CC2=CC=CC=C12 (Quinazoline), C(=O)N (formamide), hydroxy quinazolines, P(Cl)(Cl)(Cl)(Cl)Cl (phosphorus pentachloride), OC1=NC=NC2=CC=CC=C12 (4-hydroxy quinazoline), 4-hydroxy quinazolines, anthranilic acids, CN(C)C=NC=[N+](C)C.[Cl-] (Gold's reagent). The solvent is O1CCOCC1 (dioxane), P(=O)(Cl)(Cl)Cl (phosphorus oxychloride). The product is ClC1=NC=NC2=CC=CC=C12 (4-chloroquinazoline). RXN SMILES: [N:1]1[C:10]2[C:5](=[CH:6][CH:7]=[CH:8][CH:9]=2)[CH:4]=[N:3][CH:2]=1.C(N)=O.CN(C=NC=[N+](C)C)C.[Cl-].OC1C2C(=CC=CC=2)N=CN=1.P(Cl)(Cl)(Cl)(Cl)[Cl:36]>O1CCOCC1.P(Cl)(Cl)(Cl)=O>[Cl:36][C:4]1[C:5]2[C:10](=[CH:9][CH:8]=[CH:7][CH:6]=2)[N:1]=[CH:2][N:3]=1 |f:2.3|. Reported procedure: Quinazoline starting materials are commercially available or readily prepared using conventional procedures. For example, 4-hydroxy quinazolines can be prepared from commercially available anthranilic acids via condensation with excess formamide at reflux (M. Endicott et al. J. Am. Chem. Soc., 1946, 68, 1299). Alternatively hydroxy quinazolines can be prepared in dioxane at reflux using Gold's reagent (J. Gupton; Correia, K.; Hertel, G. Synthetic Communications, 1984, 14, 1013). Once in hand, th...